Dataset: the Open Reaction Database (ORD), a public repository of structured organic reaction records. Task: describe an organic reaction: reactants, conditions, products, and yield Reactants: CC(C)(C)OC(=O)Nc1cc(OCC(F)(F)F)ccc1NC(=O)CC(=O)c1cccc(-c2ccncc2)c1, ClCCl, O=C(O)C(F)(F)F. The product is O=C1CC(c2cccc(-c3ccncc3)c2)=Nc2cc(OCC(F)(F)F)ccc2N1. RXN SMILES: [C:1]([O:2][C:3](=[O:4])[NH:7][c:8]1[c:9]([NH:20][C:21]([CH2:22][C:23](=[O:5])[c:24]2[cH:25][c:26](-[c:30]3[cH:31][cH:32][n:33][cH:34][cH:35]3)[cH:27][cH:28][cH:29]2)=[O:37])[cH:10][cH:11][c:12]([O:14][CH2:15][C:16]([F:17])([F:18])[F:19])[cH:13]1)([CH3:6])([CH3:36])[CH3:38].[Cl:46][CH2:47][Cl:48].[F:39][C:40]([F:41])([F:42])[C:43]([OH:44])=[O:45]>>[N:7]1=[C:23]([c:24]2[cH:25][c:26](-[c:30]3[cH:31][cH:32][n:33][cH:34][cH:35]3)[cH:27][cH:28][cH:29]2)[CH2:22][C:21](=[O:37])[NH:20][c:9]2[c:8]1[cH:13][c:12]([O:14][CH2:15][C:16]([F:17])([F:18])[F:19])[cH:11][cH:10]2.